This data is from the Open Reaction Database (ORD), a public repository of structured organic reaction records. The task is: describe an organic reaction: reactants, conditions, products, and yield The reactants are ClC=1C(=NC=C(C1)Cl)OC1=CC=C(OC(C(CC(=O)OC)=O)C)C=C1 (methyl 4-[4-(3,5-dichloropyridyloxy)phenoxy]-3-oxopentanoate), FC(C=1C=CC(=NC1)OC1=CC=C(OC(C(CC(=O)OC)=O)C)C=C1)(F)F (methyl 4-[4-(5-trifluoromethylpyridyloxy)phenoxy]-3-oxopentanoate), [BH4-].[Na+] (NaBH4). The product is ClC=1C(=NC=C(C1)Cl)OC1=CC=C(OC(C(CC(=O)OC)O)C)C=C1 (methyl 4-[4-(3,5-dichloropyridyloxy)phenoxy]-3-hydroxypentanoate), FC(C=1C=CC(=NC1)OC1=CC=C(OC(C(CC(=O)OC)O)C)C=C1)(F)F (methyl 4-[4-(5-trifluoromethylpyridyloxy)phenoxy]-3-hydroxypentanoate). As a reaction SMILES: [Cl:1][C:2]1[C:3]([O:9][C:10]2[CH:25]=[CH:24][C:13]([O:14][CH:15]([CH3:23])[C:16](=[O:22])[CH2:17][C:18]([O:20][CH3:21])=[O:19])=[CH:12][CH:11]=2)=[N:4][CH:5]=[C:6]([Cl:8])[CH:7]=1.[F:26][C:27]([F:52])([F:51])[C:28]1[CH:29]=[CH:30][C:31]([O:34][C:35]2[CH:50]=[CH:49][C:38]([O:39][CH:40]([CH3:48])[C:41](=[O:47])[CH2:42][C:43]([O:45][CH3:46])=[O:44])=[CH:37][CH:36]=2)=[N:32][CH:33]=1.[BH4-].[Na+]>>[Cl:1][C:2]1[C:3]([O:9][C:10]2[CH:11]=[CH:12][C:13]([O:14][CH:15]([CH3:23])[CH:16]([OH:22])[CH2:17][C:18]([O:20][CH3:21])=[O:19])=[CH:24][CH:25]=2)=[N:4][CH:5]=[C:6]([Cl:8])[CH:7]=1.[F:51][C:27]([F:26])([F:52])[C:28]1[CH:29]=[CH:30][C:31]([O:34][C:35]2[CH:50]=[CH:49][C:38]([O:39][CH:40]([CH3:48])[CH:41]([OH:47])[CH2:42][C:43]([O:45][CH3:46])=[O:44])=[CH:37][CH:36]=2)=[N:32][CH:33]=1 |f:2.3|. Procedure details: Each of the compounds, methyl 4-[4-(3,5-dichloropyridyloxy)phenoxy]-3-oxopentanoate and methyl 4-[4-(5-trifluoromethylpyridyloxy)phenoxy]-3-oxopentanoate is reacted with NaBH4 by the procedure of Example 17 to yield methyl 4-[4-(3,5-dichloropyridyloxy)phenoxy]-3-hydroxypentanoate and methyl 4-[4-(5-trifluoromethylpyridyloxy)phenoxy]-3-hydroxypentanoate, respectively. The reactants are [Al+3], C1CCOC1, C1CCOC1, COC(=O)c1ccc2c(c1)CN(S(=O)(=O)c1c(C)cc(OC)cc1C)CC2, [H-], [H-], [H-], [H-], [Li+], O. Reaction SMILES: [Al+3:29].[CH2:34]1[O:35][CH2:36][CH2:37][CH2:38]1.[CH2:40]1[O:41][CH2:42][CH2:43][CH2:44]1.[CH3:1][O:2][c:3]1[cH:4][c:5]([CH3:27])[c:6]([S:10](=[O:11])(=[O:12])[N:13]2[CH2:14][c:15]3[cH:16][c:17]([C:23](=[O:24])[O:25][CH3:26])[cH:18][cH:19][c:20]3[CH2:21][CH2:22]2)[c:7]([CH3:9])[cH:8]1.[H-:28].[H-:31].[H-:32].[H-:33].[Li+:30].[OH2:39]>>[CH3:1][O:2][c:3]1[cH:4][c:5]([CH3:27])[c:6]([S:10](=[O:11])(=[O:12])[N:13]2[CH2:14][c:15]3[cH:16][c:17]([CH2:23][OH:24])[cH:18][cH:19][c:20]3[CH2:21][CH2:22]2)[c:7]([CH3:9])[cH:8]1. Yields the product COc1cc(C)c(S(=O)(=O)N2CCc3ccc(CO)cc3C2)c(C)c1. Starting materials: FC1=CC=C(CC2N(CC3=CC=CC=C3C2)CCCN)C=C1 (3-[3-(4-fluorobenzyl)-3,4-dihydroisoquinolin-2(1H)-yl]propanamine), CN(C1=CC=C(C=C1)N=C=O)C (4-dimethylaminophenyl isocyanate). Product: CN(C1=CC=C(C=C1)NC(=O)NCCCN1CC2=CC=CC=C2CC1CC1=CC=C(C=C1)F)C (1-(4-dimethylaminophenyl)-3-[3-[3-(4-fluorobenzyl)-3,4-dihydroisoquinolin-2(1H)-yl]propyl]urea). As a reaction SMILES: [F:1][C:2]1[CH:22]=[CH:21][C:5]([CH2:6][CH:7]2[CH2:16][C:15]3[C:10](=[CH:11][CH:12]=[CH:13][CH:14]=3)[CH2:9][N:8]2[CH2:17][CH2:18][CH2:19][NH2:20])=[CH:4][CH:3]=1.[CH3:23][N:24]([CH3:34])[C:25]1[CH:30]=[CH:29][C:28]([N:31]=[C:32]=[O:33])=[CH:27][CH:26]=1>>[CH3:23][N:24]([CH3:34])[C:25]1[CH:30]=[CH:29][C:28]([NH:31][C:32]([NH:20][CH2:19][CH2:18][CH2:17][N:8]2[CH:7]([CH2:6][C:5]3[CH:21]=[CH:22][C:2]([F:1])=[CH:3][CH:4]=3)[CH2:16][C:15]3[C:10](=[CH:11][CH:12]=[CH:13][CH:14]=3)[CH2:9]2)=[O:33])=[CH:27][CH:26]=1. Procedure details: The reaction and treatment were carried out in the same manner as in Example 208 using 3-[3-(4-fluorobenzyl)-3,4-dihydroisoquinolin-2(1H)-yl]propanamine obtained in Example 214-b) as a starting material, and using 4-dimethylaminophenyl isocyanate instead of phenyl isocyanate to obtain a title compound as a pale yellow amorphous substance. The reactants are COC(=O)C1Cc2cc3c(cc2CN1C(=O)OC(C)(C)C)OC(O)(c1ccc(OCc2ccc(Cl)c(Cl)c2)cc1)CO3, ClCCl. The product is COC(=O)C1Cc2cc3c(cc2CN1C(=O)OC(C)(C)C)OC(c1ccc(OCc2ccc(Cl)c(Cl)c2)cc1)=CO3. RXN SMILES: [CH3:1][O:2][C:3](=[O:4])[CH:5]1[N:6]([C:36](=[O:37])[O:38][C:39]([CH3:40])([CH3:41])[CH3:42])[CH2:7][c:8]2[cH:9][c:10]3[c:11]([cH:12][c:13]2[CH2:14]1)[O:15][CH2:16][C:17]([OH:19])([c:20]1[cH:21][cH:22][c:23]([O:26][CH2:27][c:28]2[cH:29][c:30]([Cl:35])[c:31]([Cl:34])[cH:32][cH:33]2)[cH:24][cH:25]1)[O:18]3.[Cl:43][CH2:44][Cl:45]>>[CH3:1][O:2][C:3](=[O:4])[CH:5]1[N:6]([C:36](=[O:37])[O:38][C:39]([CH3:40])([CH3:41])[CH3:42])[CH2:7][c:8]2[cH:9][c:10]3[c:11]([cH:12][c:13]2[CH2:14]1)[O:15][CH:16]=[C:17]([c:20]1[cH:21][cH:22][c:23]([O:26][CH2:27][c:28]2[cH:29][c:30]([Cl:35])[c:31]([Cl:34])[cH:32][cH:33]2)[cH:24][cH:25]1)[O:18]3. Starting materials: C(C)N=C=NCCCN(C)C (N1-((ethylimino)methylene)-N3,N3-dimethylpropane-1,3-diamine), FC(C1=C(C=CC=C1)N1C[C@@H]2[C@H](C1)[C@H](CC2)N)(F)F ((3aR,4S,6aS)-2-(2-(trifluoromethyl)phenyl)octahydrocyclopenta[c]pyrrol-4-amine), C(C)(C)(C)OC(=O)N([C@@H](CC(C)C)C(=O)O)C (N-(tert-butoxycarbonyl)-N-methyl-L-leucine), O.ON1N=NC2=C1C=CC=C2 (1-hydroxybenzotriazole hydrate). Yields the product CN(C(OC(C)(C)C)=O)[C@H](C(N[C@H]1CC[C@@H]2CN(C[C@@H]21)C2=C(C=CC=C2)C(F)(F)F)=O)CC(C)C (tert-butyl methyl((S)-4-methyl-1-oxo-1-((3aR,4S,6aS)-2-(2-(trifluoromethyl)phenyl)octahydrocyclopenta[c]pyrrol-4-ylamino)pentan-2-yl)carbamate). Conditions: time 20 minute. Procedure: To a 4 mL vial was added (3aR,4S,6aS)-2-(2-(trifluoromethyl)phenyl)octahydrocyclopenta[c]pyrrol-4-amine from Step 2 (21.6 mg, 0.080 mmol), N-(tert-butoxycarbonyl)-N-methyl-L-leucine (21.56 mg, 0.088 mmol), and 1-hydroxybenzotriazole hydrate (13.46 mg, 0.088 mmol) in dichloromethane (1 mL) to give a colorless solution. After 20 minutes, N1-((ethylimino)methylene)-N3,N3-dimethylpropane-1,3-diamine (0.016 mL, 0.088 mmol) was added. The reaction mixture was stirred at ambient temperature for 18 hour... As a reaction SMILES: [F:1][C:2]([F:19])([F:18])[C:3]1[CH:8]=[CH:7][CH:6]=[CH:5][C:4]=1[N:9]1[CH2:13][C@@H:12]2[C@@H:14]([NH2:17])[CH2:15][CH2:16][C@@H:11]2[CH2:10]1.[C:20]([O:24][C:25]([N:27]([CH3:36])[C@H:28]([C:33](O)=[O:34])[CH2:29][CH:30]([CH3:32])[CH3:31])=[O:26])([CH3:23])([CH3:22])[CH3:21].O.ON1C2C=CC=CC=2N=N1.C(N=C=NCCCN(C)C)C>ClCCl>[CH3:36][N:27]([C@@H:28]([CH2:29][CH:30]([CH3:32])[CH3:31])[C:33](=[O:34])[NH:17][C@@H:14]1[C@@H:12]2[C@@H:11]([CH2:10][N:9]([C:4]3[CH:5]=[CH:6][CH:7]=[CH:8][C:3]=3[C:2]([F:1])([F:18])[F:19])[CH2:13]2)[CH2:16][CH2:15]1)[C:25](=[O:26])[O:24][C:20]([CH3:23])([CH3:22])[CH3:21] |f:2.3|. Solvent: ClCCl (dichloromethane), ClCCl (dichloromethane). Starting materials: CCOC(=O)c1cc(Br)cn1CC, N#Cc1ccc(-n2ccnc2)cc1. Reagents/catalysts: CC(C)(C)c1ccc(-c2ccc(C(C)(C)C)cc2)cc1 (4,4'-di-tert-butylbiphenyl), CC(C)(C)C(=O)[O-].[K+] (KOPiv), Cl[Pd]CC=C.C=CC[Pd]Cl ([Pd(allyl)Cl]2), CN(C)c1ccc(P(C2CCCCC2)C2CCCCC2)cc1 (A-caPhos). Run in CC(=O)N(C)C (DMA), CC(=O)N(C)C (DMA), CC(=O)N(C)C (DMA). Reaction conditions: temperature 120 celsius, time 24 hour. Product: CCOC(=O)c1cc(-c2cncn2-c2ccc(C#N)cc2)cn1CC. The yield is 2.8%. Reactants: O (H2O), [Li+].[OH-] (LiOH), ClC1=CC=C(CN2CC(C(=O)OCC)CCC2)C=C1 (ethyl 1-(4-chlorobenzyl)nipecotate). Run in C1CCOC1 (THF). Run at time 1.5 hour. Product: ClC1=CC=C(CN2CC(C(=O)O)CCC2)C=C1 (1-(4-chlorobenzyl)nipecotic acid). The yield is 98.2%. As a reaction SMILES: O.[Li+].[OH-].[Cl:4][C:5]1[CH:22]=[CH:21][C:8]([CH2:9][N:10]2[CH2:20][CH2:19][CH2:18][CH:12]([C:13]([O:15]CC)=[O:14])[CH2:11]2)=[CH:7][CH:6]=1>C1COCC1>[Cl:4][C:5]1[CH:6]=[CH:7][C:8]([CH2:9][N:10]2[CH2:20][CH2:19][CH2:18][CH:12]([C:13]([OH:15])=[O:14])[CH2:11]2)=[CH:21][CH:22]=1 |f:1.2|. Procedure: An H2O (25 mL) solution of LiOH (1.66 g) was added to a THF (60 mL) solution of ethyl 1-(4-chlorobenzyl)nipecotate. The resulting reaction mixture was stirred at room temperature for 1.5 hours. The solvent was removed under reduced pressure to provide an amorphous solid. The obtained crude product was purified by column chromatography (SiO2, 50% methanol-dichloromethane) to afford 1-(4-chlorobenzyl)nipecotic acid (9.75 g, 98.2%) as an off-while amorphous solid. The purity was determined by RPLC/...